Dataset: the Open Reaction Database (ORD), a public repository of structured organic reaction records. Task: describe an organic reaction: reactants, conditions, products, and yield Starting materials: CC(=O)O, [H][H], CC1CCc2c(N3CCN(Cc4ccc([N+](=O)[O-])cc4)CC3)c(F)cc3c(=O)c(C(=O)O)cn1c23. The product is CC1CCc2c(N3CCN(Cc4ccc(N)cc4)CC3)c(F)cc3c(=O)c(C(=O)O)cn1c23. As a reaction SMILES: [CH3:38][C:39](=[O:40])[OH:41].[H:36][H:37].[N+:1]([O-:2])(=[O:3])[c:4]1[cH:5][cH:6][c:7]([CH2:8][N:9]2[CH2:10][CH2:11][N:12]([c:15]3[c:16]([F:33])[cH:17][c:18]4[c:19](=[O:32])[c:20]([C:29](=[O:30])[OH:31])[cH:21][n:22]5[c:27]4[c:26]3[CH2:25][CH2:24][CH:23]5[CH3:28])[CH2:13][CH2:14]2)[cH:34][cH:35]1>>[NH2:1][c:4]1[cH:5][cH:6][c:7]([CH2:8][N:9]2[CH2:10][CH2:11][N:12]([c:15]3[c:16]([F:33])[cH:17][c:18]4[c:19](=[O:32])[c:20]([C:29](=[O:30])[OH:31])[cH:21][n:22]5[c:27]4[c:26]3[CH2:25][CH2:24][CH:23]5[CH3:28])[CH2:13][CH2:14]2)[cH:34][cH:35]1. Reactants: N1(CCCC1)C1=CC=C(C=C1)N1N=C2CCNCCC2=C1 (2-[4-(1-pyrrolidinyl)phenyl]-2,4,5,6,7,8-hexahydropyrazolo[3,4-d]azepine), C1(CCC1)=O (cyclobutanone), C(C)(=O)O[BH-](OC(C)=O)OC(C)=O.[Na+] (sodium triacetoxyborohydride). The reagents and catalysts are C(C)(=O)O (acetic acid). The solvent is ClCCl (dichloromethane), CO (methanol). Reaction conditions: time 30 minute. Product: C1(CCC1)N1CCC=2C(CC1)=CN(N2)C2=CC=C(C=C2)N2CCCC2 (6-Cyclobutyl-2-[4-(1-pyrrolidinyl)phenyl]-2,4,5,6,7,8-hexahydropyrazolo[3,4-d]azepine). As a reaction SMILES: [N:1]1([C:6]2[CH:11]=[CH:10][C:9]([N:12]3[CH:21]=[C:20]4[C:14]([CH2:15][CH2:16][NH:17][CH2:18][CH2:19]4)=[N:13]3)=[CH:8][CH:7]=2)[CH2:5][CH2:4][CH2:3][CH2:2]1.[C:22]1(=O)[CH2:25][CH2:24][CH2:23]1.C(O[BH-](OC(=O)C)OC(=O)C)(=O)C.[Na+]>ClCCl.C(O)(=O)C.CO>[CH:22]1([N:17]2[CH2:18][CH2:19][C:20]3=[CH:21][N:12]([C:9]4[CH:10]=[CH:11][C:6]([N:1]5[CH2:2][CH2:3][CH2:4][CH2:5]5)=[CH:7][CH:8]=4)[N:13]=[C:14]3[CH2:15][CH2:16]2)[CH2:25][CH2:24][CH2:23]1 |f:2.3|. Procedure: To a solution of 2-[4-(1-pyrrolidinyl)phenyl]-2,4,5,6,7,8-hexahydropyrazolo[3,4-d]azepine (may be prepared as described in Description 45) (25 mg, 0.09 mmol) in dichloromethane (4 ml) was added cyclobutanone (30 μl, 0.45 mmol) followed by acetic acid (3 drops). The mixture was stirred at room temperature for 30 min, then treated with sodium triacetoxyborohydride (95 mg, 0.45 mmol). The mixture was stirred at room temperature for 4 hours, then it was diluted with methanol and purified by SCX cart...